From a dataset of the Open Reaction Database (ORD), a public repository of structured organic reaction records. describe an organic reaction: reactants, conditions, products, and yield Reactants: ClC1=C(C(=O)NC(C)(C2(CCN(CC2)S(=O)(=O)NCCC(=O)OC(C)(C)C)C2=NC=CC=C2)C)C=CC(=C1)Cl (2,4-Dichloro-N-{1-methyl-1-[1-((tert-butoxycarbony)ethylaminosulfonyl)-4-pyridin-2-ylpiperidin-4-yl]ethyl}benzamide), C(=O)(C(F)(F)F)O (TFA). The solvent is C(Cl)Cl (DCM). Reaction conditions: time 0.5 hour. The product is ClC1=C(C(=O)NC(C)(C2(CCN(CC2)S(=O)(=O)NCC)C2=NC=CC=C2)C)C=CC(=C1)Cl (2,4-dichloro-N-{1-methyl-1-[1-(ethylaminosulfonyl)-4-pyridin-2-ylpiperidin-4-yl]ethyl}benzamide). RXN SMILES: [Cl:1][C:2]1[CH:38]=[C:37]([Cl:39])[CH:36]=[CH:35][C:3]=1[C:4]([NH:6][C:7]([CH3:34])([C:9]1([C:28]2[CH:33]=[CH:32][CH:31]=[CH:30][N:29]=2)[CH2:14][CH2:13][N:12]([S:15]([NH:18][CH2:19][CH2:20]C(OC(C)(C)C)=O)(=[O:17])=[O:16])[CH2:11][CH2:10]1)[CH3:8])=[O:5].C(O)(C(F)(F)F)=O>C(Cl)Cl>[Cl:1][C:2]1[CH:38]=[C:37]([Cl:39])[CH:36]=[CH:35][C:3]=1[C:4]([NH:6][C:7]([CH3:34])([C:9]1([C:28]2[CH:33]=[CH:32][CH:31]=[CH:30][N:29]=2)[CH2:10][CH2:11][N:12]([S:15]([NH:18][CH2:19][CH3:20])(=[O:17])=[O:16])[CH2:13][CH2:14]1)[CH3:8])=[O:5]. Reported procedure: 2,4-Dichloro-N-{1-methyl-1-[1-((tert-butoxycarbony)ethylaminosulfonyl)-4-pyridin-2-ylpiperidin-4-yl]ethyl}benzamide (VI-2, 35 mg, 0.061 mmol) was dissolved in DCM (1.6 mL) and cooled in an ice bath. TFA (0.4 mL) was added dropwise and upon completion of the addition the reaction mixture was stirred in a nice bath for 0.5 h then allowed to warm to roomtemperature and stirred at room temperature for 12 h. The volatile components of the reaction mixture were removed in vacuo then saturated aqueous ... Reactants: C(#N)CCN(CC(=O)O)C(=O)OC(C)(C)C (2-[(2-cyanoethyl)(dimethylethoxycarbonyl)amino]acetic acid), C(=O)(N1C=NC=C1)N1C=NC=C1 (carbonyldiimidazole), Cl.C(CC1=CC=2OCOC2C=C1)N (homopiperonylamine, hydrochloride), C(C)(C)N(CC)C(C)C (diisopropylethylamine). The solvent is C(Cl)Cl (CH2Cl2). Reaction conditions: time 30 minute. Yields the product C(#N)CCN(CC(=O)NCCC1=CC2=C(OCO2)C=C1)C(=O)OC(C)(C)C (2-[(2-cyanoethyl)(dimethylethoxycarbonyl)amino]-N-[2-(1,3-benzodioxol-5-yl)ethyl]acetamide). Isolated yield 88.8%. As a reaction SMILES: [C:1]([CH2:3][CH2:4][N:5]([C:10]([O:12][C:13]([CH3:16])([CH3:15])[CH3:14])=[O:11])[CH2:6][C:7]([OH:9])=O)#[N:2].C(N1C=CN=C1)(N1C=CN=C1)=O.Cl.[CH2:30]([NH2:41])[CH2:31][C:32]1[CH:40]=[CH:39][C:38]2[O:37][CH2:36][O:35][C:34]=2[CH:33]=1.C(N(C(C)C)CC)(C)C>C(Cl)Cl>[C:1]([CH2:3][CH2:4][N:5]([C:10]([O:12][C:13]([CH3:16])([CH3:15])[CH3:14])=[O:11])[CH2:6][C:7]([NH:41][CH2:30][CH2:31][C:32]1[CH:40]=[CH:39][C:38]2[O:37][CH2:36][O:35][C:34]=2[CH:33]=1)=[O:9])#[N:2] |f:2.3|. Procedure details: In a manner similar to the preparation of compounds of formula (Yc3) above, to 2-[(2-cyanoethyl)(dimethylethoxycarbonyl)amino]acetic acid (8.3 g, 39 mmol) dissolved in CH2Cl2 (100 mL) was added carbonyldiimidazole (6.2 g, 38 mmol). After stirring for 30 minutes, homopiperonylamine, hydrochloride (8.0 g, 41 mmol) and diisopropylethylamine (7.5 mL, 43 mmol) were added. After stirring for 18 hours, most of the solvent was removed in vacuo and the residue was partitioned with ethyl acetate and 1N HC... Reactants: 3.4, [N-]=[N+]=[N-].[Na+] (sodium azide), CS(=O)(=O)OC(CCN1CCC1)C1=CC=CC=C1 (3-azetidin-1-yl-1-phenylpropyl methanesulfonate). Run in CN(C)C=O (DMF). Conditions: time 48 hour. Product: N(=[N+]=[N-])C(CCN1CCC1)C1=CC=CC=C1 (1-(3-azido-3-phenylpropyl)azetidine). Reaction SMILES: [N-:1]=[N+:2]=[N-:3].[Na+].CS(O[CH:10]([C:17]1[CH:22]=[CH:21][CH:20]=[CH:19][CH:18]=1)[CH2:11][CH2:12][N:13]1[CH2:16][CH2:15][CH2:14]1)(=O)=O>CN(C=O)C>[N:1]([CH:10]([C:17]1[CH:22]=[CH:21][CH:20]=[CH:19][CH:18]=1)[CH2:11][CH2:12][N:13]1[CH2:14][CH2:15][CH2:16]1)=[N+:2]=[N-:3] |f:0.1|. Procedure details: 3.4 1.50 g (23.1 mmol) of sodium azide are added to a solution of 2.00 g (7.43 mmol) of 3-azetidin-1-yl-1-phenylpropyl methanesulfonate in 50 ml of DMF, and the mixture is stirred at room temperature for 48 hours. The reaction mixture is partitioned between water and ethyl acetate. The organic phase is dried over sodium sulfate, evaporated, and the residue is chromatographed on a silica-gel column with ethyl acetate/methanol as eluent: 1-(3-azido-3-phenylpropyl)azetidine as colourless viscous oi... Starting materials: CCCCC(F)CC(=O)OC, CCCCC(O)CC(=O)OC. Product: CCCCC(F)CC(=O)O. As a reaction SMILES: [F:1][CH:2]([CH2:3][C:4](=[O:5])[O:6][CH3:7])[CH2:8][CH2:9][CH2:10][CH3:11].[OH:12][CH:13]([CH2:14][CH2:15][CH2:16][CH3:17])[CH2:18][C:19]([O:20][CH3:21])=[O:22]>>[F:1][CH:2]([CH2:3][C:4](=[O:5])[OH:6])[CH2:8][CH2:9][CH2:10][CH3:11]. The reactants are BrC1=C(C=CC(=C1)C(F)(F)F)S(=O)(=O)Cl (2-bromo-4-(trifluoromethyl)benzene-1-sulfonyl chloride), NC1=C(SC=C1)C(=O)OC (methyl 3-aminothiophene-2-carboxylate), N1=CC=CC=C1 (pyridine). The reagents and catalysts are CN(C1=CC=NC=C1)C (4-dimethylaminopyridine). Solvent: ClCCl (dichloromethane). Conditions: temperature 0 celsius, time 20 minute. Yields the product BrC1=C(C=CC(=C1)C(F)(F)F)S(=O)(=O)NC1=C(SC=C1)C(=O)OC (Methyl 3-[2-bromo-4-(trifluoromethyl)phenylsulfonamido]thiophene-2-carboxylate). The yield is 24.0%. RXN SMILES: [NH2:1][C:2]1[CH:6]=[CH:5][S:4][C:3]=1[C:7]([O:9][CH3:10])=[O:8].N1C=CC=CC=1.[Br:17][C:18]1[CH:23]=[C:22]([C:24]([F:27])([F:26])[F:25])[CH:21]=[CH:20][C:19]=1[S:28](Cl)(=[O:30])=[O:29]>CN(C)C1C=CN=CC=1.ClCCl>[Br:17][C:18]1[CH:23]=[C:22]([C:24]([F:26])([F:25])[F:27])[CH:21]=[CH:20][C:19]=1[S:28]([NH:1][C:2]1[CH:6]=[CH:5][S:4][C:3]=1[C:7]([O:9][CH3:10])=[O:8])(=[O:30])=[O:29]. Procedure: To a cooled (0° C.) solution of methyl 3-aminothiophene-2-carboxylate (534.0 mg; 3.4 mmol), 4-dimethylaminopyridine (94.3 mg; 0.77 mmol) and pyridine (2.5 mL; 30.9 mmol) in anhydrous dichloromethane (60 mL) was added 2-bromo-4-(trifluoromethyl)benzene-1-sulfonyl chloride (1.0 g; 3.09 mmol) portion-wise. After addition was complete the reaction mixture was stirred at 0° C. for 20 minutes, gradually allowed to war to room temperature, stirred for 16 hours, and then washed with aqueous hydrochloric... The reactants are FC(CN)(F)F (2,2,2-trifluoroethylamine), BrCC(=O)OCC (ethyl bromoacetate), [I-].[K+] (potassium iodide). Run in C(C)(C)N(CC)C(C)C (diisopropylethylamine), C(C)OCC (diethyl ether). Conditions: time 5.5 hour. Yields the product FC(CNCC(=O)OCC)(F)F (ethyl 2-(2,2,2-trifluoroethylamino)acetate). RXN SMILES: [F:1][C:2]([F:6])([F:5])[CH2:3][NH2:4].Br[CH2:8][C:9]([O:11][CH2:12][CH3:13])=[O:10].[I-].[K+]>C(N(C(C)C)CC)(C)C.C(OCC)C>[F:1][C:2]([F:6])([F:5])[CH2:3][NH:4][CH2:8][C:9]([O:11][CH2:12][CH3:13])=[O:10] |f:2.3|. Reported procedure: 2,2,2-trifluoroethylamine (2.0 g) was added to a suspension of ethyl bromoacetate (2.3 mL), potassium iodide (0.34 g) in diisopropylethylamine (3.3 mL) and the mixture was stirred at RT for 5.5 h. The mixture was diluted with diethyl ether (30 mL), stirred at RT for 30 mins. The suspension was filtered and concentrated under reduced pressure. The sub-title compound (2.6 g) was obtained as a yellow oil; 1H NMR (300 MHz, CDCl3); 4.19 (2H, q), 3.50 (2H, s), 3.22 (2H, q), 1.26 (3H, t).